From a dataset of the Open Reaction Database (ORD), a public repository of structured organic reaction records. describe an organic reaction: reactants, conditions, products, and yield Starting materials: solution, C(CCC)[Li] (butyl lithium), CI (methyl iodide), C(#C)C=1N=NC(=CC1)[C@@H]1CC[C@H](CC1)CCCCC (3-ethynyl-6-(trans-4-pentylcyclohexyl)pyridazine), [Cl-].[NH4+] (ammonium chloride). Solvent: CCCCCC (hexane), O (water), O1CCCC1 (tetrahydrofuran). Conditions: temperature -70 celsius, time 1 hour. The product is C(#CC)C=1N=NC(=CC1)[C@@H]1CC[C@H](CC1)CCCCC (3-(1 -propynyl)-6-(trans-4-pentylcyclohexyl)pyridazine). Yield: 70.0%. RXN SMILES: [C:1]([C:3]1[N:4]=[N:5][C:6]([C@H:9]2[CH2:14][CH2:13][C@H:12]([CH2:15][CH2:16][CH2:17][CH2:18][CH3:19])[CH2:11][CH2:10]2)=[CH:7][CH:8]=1)#[CH:2].[CH2:20]([Li])CCC.CI.[Cl-].[NH4+]>O1CCCC1.CCCCCC.O>[C:1]([C:3]1[N:4]=[N:5][C:6]([C@H:9]2[CH2:14][CH2:13][C@H:12]([CH2:15][CH2:16][CH2:17][CH2:18][CH3:19])[CH2:11][CH2:10]2)=[CH:7][CH:8]=1)#[C:2][CH3:20] |f:3.4|. Reported procedure: 2.56 g of 3-ethynyl-6-(trans-4-pentylcyclohexyl)pyridazine were dissolved in 25 ml of tetrahydrofuran under nitrogen. The solution was cooled to -70° C. and then 7.5 ml of a 1.6 M solution of butyl lithium in hexane were added dropwise within 20 minutes. The mixture was stirred at -70° C. for a further 1 hour and then 0.74 ml of methyl iodide was added dropwise within 5 minutes. The mixture was stirred overnight and warmed slowly to room temperature. After 15.5 hours, the dark mixture was poured...